This data is from the Open Reaction Database (ORD), a public repository of structured organic reaction records. The task is: describe an organic reaction: reactants, conditions, products, and yield The reactants are O=CC1Cc2ccc(Br)cc2C1, Cc1ccc2c(c1)nc(C)n2C1CCC(N)C1, Cl. Yields the product Cc1ccc2c(c1)nc(C)n2C1CCC(NCC2Cc3ccc(Br)cc3C2)C1. Reaction SMILES: [Br:19][c:20]1[cH:21][c:22]2[c:26]([cH:27][cH:28]1)[CH2:25][CH:24]([CH:29]=[O:30])[CH2:23]2.[CH3:2][c:3]1[n:4][c:5]2[c:6]([n:7]1[CH:8]1[CH2:9][CH:10]([NH2:13])[CH2:11][CH2:12]1)[cH:14][cH:15][c:16]([CH3:18])[cH:17]2.[ClH:1]>>[CH3:2][c:3]1[n:4][c:5]2[c:6]([n:7]1[CH:8]1[CH2:9][CH:10]([NH:13][CH2:29][CH:24]3[CH2:23][c:22]4[cH:21][c:20]([Br:19])[cH:28][cH:27][c:26]4[CH2:25]3)[CH2:11][CH2:12]1)[cH:14][cH:15][c:16]([CH3:18])[cH:17]2. Yields the product CC1(CSC=2N1C(C=1C=CC=CC1C2)=O)C (3,3-dimethyl-5-oxo-2,3-dihydro-5H-thiazolo[3,2-b]isoquinoline). RXN SMILES: [C:1]([CH2:4][C:5]1[CH:13]=[CH:12][CH:11]=[CH:10][C:6]=1[C:7]([OH:9])=O)(O)=O.[NH2:14][C:15]([CH3:19])([CH3:18])[CH2:16][SH:17].C([O-])(=O)C.[Na+]>ClC1C=CC=CC=1Cl>[CH3:18][C:15]1([CH3:19])[N:14]2[C:7](=[O:9])[C:6]3[CH:10]=[CH:11][CH:12]=[CH:13][C:5]=3[CH:4]=[C:1]2[S:17][CH2:16]1 |f:2.3|. Reported procedure: By following the same procedure as in Example 49 using a mixture of 240 mg. of 2-carboxymethylbenzoic acid, 300 mg. of 2-amino-2-methylpropanethiol, 164 mg. of sodium acetate, and 5 ml. of o-dichlorobenzene, 120 mg. of 3,3-dimethyl-5-oxo-2,3-dihydro-5H-thiazolo[3,2-b]isoquinoline was obtained. Reactants: C(=O)(O)CC1=C(C(=O)O)C=CC=C1 (2-carboxymethylbenzoic acid), NC(CS)(C)C (2-amino-2-methylpropanethiol), C(C)(=O)[O-].[Na+] (sodium acetate). The solvent is ClC1=C(C=CC=C1)Cl (o-dichlorobenzene).